This data is from the Open Reaction Database (ORD), a public repository of structured organic reaction records. The task is: describe an organic reaction: reactants, conditions, products, and yield Starting materials: 3R, BrC=1C=CC(=C(C1)C1NC(CC(C12C(NC1=CC(=CC=C12)Cl)=O)C1=CC(=CC=C1)Cl)=O)OC1=CC=C(C=C1)C(=O)F (2′-[5-bromo-2-(4-fluorocarbonyl-phenoxy)-phenyl]-6-chloro-4′-(3-chlorophenyl)spiro[3H-indole-3,3′-piperidine]-2,6′(1H)-dione), NC(CO)(C)C (2-amino-2-methyl-propan-1-ol), CN1CCOCC1 (N-methylmorpholine). The reagents and catalysts are CN(C1=CC=NC=C1)C (4-dimethylaminopyridine). The solvent is O1CCCC1 (tetrahydrofuran), C(C)(=O)OCC (ethyl acetate). Reaction conditions: temperature 100 celsius. The product is 3R, BrC=1C=CC(=C(C1)C1NC(CC(C12C(NC1=CC(=CC=C12)Cl)=O)C1=CC(=CC=C1)Cl)=O)OC1=CC=C(C=C1)C(NC(CO)(C)C)=O (2′-{5-Bromo-2-[4-(2-hydroxy-1,1-dimethyl-ethylcarbamoyl)-phenoxy]-phenyl}-6-chloro-4′-(3-chlorophenyl)spiro[3H-indole-3,3′-piperidine]-2,6′(1H)-dione). Yield: 41.5%. Reaction SMILES: [Br:1][C:2]1[CH:3]=[CH:4][C:5]([O:32][C:33]2[CH:38]=[CH:37][C:36]([C:39](F)=[O:40])=[CH:35][CH:34]=2)=[C:6]([CH:8]2[C:13]3([C:21]4[C:16](=[CH:17][C:18]([Cl:22])=[CH:19][CH:20]=4)[NH:15][C:14]3=[O:23])[CH:12]([C:24]3[CH:29]=[CH:28][CH:27]=[C:26]([Cl:30])[CH:25]=3)[CH2:11][C:10](=[O:31])[NH:9]2)[CH:7]=1.[NH2:42][C:43]([CH3:47])([CH3:46])[CH2:44][OH:45].CN1CCOCC1>O1CCCC1.CN(C)C1C=CN=CC=1.C(OCC)(=O)C>[Br:1][C:2]1[CH:3]=[CH:4][C:5]([O:32][C:33]2[CH:38]=[CH:37][C:36]([C:39](=[O:40])[NH:42][C:43]([CH3:47])([CH3:46])[CH2:44][OH:45])=[CH:35][CH:34]=2)=[C:6]([CH:8]2[C:13]3([C:21]4[C:16](=[CH:17][C:18]([Cl:22])=[CH:19][CH:20]=4)[NH:15][C:14]3=[O:23])[CH:12]([C:24]3[CH:29]=[CH:28][CH:27]=[C:26]([Cl:30])[CH:25]=3)[CH2:11][C:10](=[O:31])[NH:9]2)[CH:7]=1. Procedure details: To a solution of racemic(2′R, 3R, 4′S)-2′-[5-bromo-2-(4-fluorocarbonyl-phenoxy)-phenyl]-6-chloro-4′-(3-chlorophenyl)spiro[3H-indole-3,3′-piperidine]-2,6′(1H)-dione (0.18 g, 0.28 mmol) in tetrahydrofuran (20 mL) was added 2-amino-2-methyl-propan-1-ol (0.2 g, 2.24 mmol), N-methylmorpholine (0.2 g, 2 mmol) and 4-dimethylaminopyridine (3 mg, 0.025 mmol). The reaction mixture was heated under nitrogen at 100° C. for 1 h, then cooled to room temperature. The mixture was diluted with ethyl acetate, was... Reactants: CS(=O)(=O)C1=CC=C(C=C1)C(C(=O)NC=1SC(=CN1)C(=O)O)CC1CCOCC1 (2-[2-(4-Methanesulfonylphenyl)-3-(tetrahydropyran-4-yl)propionylamino]thiazole-5-carboxylic acid), CN.Cl (MeNH2.HCl). The solvent is CCN(CC)CC (NEt3). Product: CNC(=O)C1=CN=C(S1)NC(C(CC1CCOCC1)C1=CC=C(C=C1)S(=O)(=O)C)=O (2-[2-(4-Methanesulfonylphenyl)-3-(tetrahydropyran-4-yl)propionylamino]thiazole-5-carboxylic acid methylamide). As a reaction SMILES: [CH3:1][S:2]([C:5]1[CH:10]=[CH:9][C:8]([CH:11]([CH2:23][CH:24]2[CH2:29][CH2:28][O:27][CH2:26][CH2:25]2)[C:12]([NH:14][C:15]2[S:16][C:17]([C:20]([OH:22])=O)=[CH:18][N:19]=2)=[O:13])=[CH:7][CH:6]=1)(=[O:4])=[O:3].[CH3:30][NH2:31].Cl>CCN(CC)CC>[CH3:30][NH:31][C:20]([C:17]1[S:16][C:15]([NH:14][C:12](=[O:13])[CH:11]([C:8]2[CH:9]=[CH:10][C:5]([S:2]([CH3:1])(=[O:3])=[O:4])=[CH:6][CH:7]=2)[CH2:23][CH:24]2[CH2:29][CH2:28][O:27][CH2:26][CH2:25]2)=[N:19][CH:18]=1)=[O:22] |f:1.2|. Reported procedure: 2-[2-(4-Methanesulfonylphenyl)-3-(tetrahydropyran-4-yl)propionylamino]thiazole-5-carboxylic acid (EXAMPLE 127, 399 mg, 0.91 mmol) was condensed with MeNH2.HCl in the presence of NEt3, utilising the general procedure described in EXAMPLE 65, to give the title compound: RTA=2.82 min; m/z (ES+)=452.3 [M+H]+. Reactants: OC1(OC=C(C1=O)C1=CC=C(C=C1)CCC(=O)O)C1=CC=CC=C1 (2-hydroxy-2-phenyl-4-[4-(2-carboxyethyl)phenyl]-3(2H)-furanone), CO (methanol). The product is COC1(OC=C(C1=O)C1=CC=C(C=C1)CCC(=O)O)C1=CC=CC=C1 (2-methoxy-2-phenyl-4-[4-(2-carboxyethyl)phenyl]-3(2H)-furanone). Yield: 83.0%. RXN SMILES: [OH:1][C:2]1([C:19]2[CH:24]=[CH:23][CH:22]=[CH:21][CH:20]=2)[C:6](=[O:7])[C:5]([C:8]2[CH:13]=[CH:12][C:11]([CH2:14][CH2:15][C:16]([OH:18])=[O:17])=[CH:10][CH:9]=2)=[CH:4][O:3]1.[CH3:25]O>>[CH3:25][O:1][C:2]1([C:19]2[CH:20]=[CH:21][CH:22]=[CH:23][CH:24]=2)[C:6](=[O:7])[C:5]([C:8]2[CH:9]=[CH:10][C:11]([CH2:14][CH2:15][C:16]([OH:18])=[O:17])=[CH:12][CH:13]=2)=[CH:4][O:3]1. Procedure: A solution of 3.36 g of 2-hydroxy-2-phenyl-4-[4-(2-carboxyethyl)phenyl]-3(2H)-furanone in 150 ml of methanol was heated under reflux under a nitrogen atmosphere for 17 hrs. The reaction mixture was evaporated and the residue was recrystallized from methylene chloride-petroleum ether to give 2.28 g (83%) of 2-methoxy-2-phenyl-4-[4-(2-carboxyethyl)phenyl]-3(2H)-furanone as colorless crystals, m.p. 117°-120° C., after drying at 50° C. for 1 hr. under vacuum. The reactants are C(C)(C)(C)C1=CC=C(C=C1)NC(=O)C1=C(N=NC(=C1)Cl)NCC1=CC(=NC=C1)OC (6-Chloro-3-[(2-methoxy-pyridin-4-ylmethyl)-amino]-pyridazine-4-carboxylic acid (4-tert-butyl-phenyl)-amide), N#N (N2). Reagents/catalysts: [Pd] (Pd/C). Run in CO (MeOH). Reaction conditions: time 3 hour. Yields the product C(C)(C)(C)C1=CC=C(C=C1)NC(=O)C1=C(N=NC=C1)NCC1=CC(=NC=C1)OC (3-[(2-Methoxy-pyridin-4-ylmethyl)-amino]-pyridazine-4-carboxylic acid (4-tert-butyl-phenyl)-amide). RXN SMILES: [C:1]([C:5]1[CH:10]=[CH:9][C:8]([NH:11][C:12]([C:14]2[CH:19]=[C:18](Cl)[N:17]=[N:16][C:15]=2[NH:21][CH2:22][C:23]2[CH:28]=[CH:27][N:26]=[C:25]([O:29][CH3:30])[CH:24]=2)=[O:13])=[CH:7][CH:6]=1)([CH3:4])([CH3:3])[CH3:2].N#N>CO.[Pd]>[C:1]([C:5]1[CH:6]=[CH:7][C:8]([NH:11][C:12]([C:14]2[CH:19]=[CH:18][N:17]=[N:16][C:15]=2[NH:21][CH2:22][C:23]2[CH:28]=[CH:27][N:26]=[C:25]([O:29][CH3:30])[CH:24]=2)=[O:13])=[CH:9][CH:10]=1)([CH3:4])([CH3:2])[CH3:3]. Procedure details: 6-Chloro-3-[(2-methoxy-pyridin-4-ylmethyl)-amino]-pyridazine-4-carboxylic acid (4-tert-butyl-phenyl)-amide (150 mg, 0.35 mmol) was dissolved in MeOH (5 mL). 10% Pd/C (50 mg) was added to above under N2 atmosphere. The system was charged with H2 balloon, and the reaction was stirred under H2 gas for 3 h. The crude was subjected to Flash chromatography (5% MeOH/DCM) for further purification, affording desired product as yellow solid. MS (ES+): 392 (M+H). Calc'd. for C22H25N5O2—391.20. Starting materials: CC=1C=C(C=C(C1)C)C=1N=C(SC1C1=CC=NC=C1)N ([4-(3,5-dimethylphenyl)-5-(4-pyridyl)-1,3-thiazol-2-yl]amine), N1=C(C=NC=C1)C(=O)Cl (pyrazinecarbonyl chloride), C(O)([O-])=O.[Na+] (sodium hydrogencarbonate). The reagents and catalysts are CN(C1=CC=NC=C1)C (4-dimethylaminopyridine). Solvent: CN(C(C)=O)C (N,N-dimethylacetamide). Conditions: temperature 70 celsius, time 14 hour. Product: CC=1C=C(C=C(C1)C)C=1N=C(SC1C1=CC=NC=C1)NC(=O)C1=NC=CN=C1 (N-[4-(3,5-dimethylphenyl)-5-(4-pyridyl)-1,3-thiazol-2-yl]pyrazinecarboxamide). Yield: 58.8%. RXN SMILES: [CH3:1][C:2]1[CH:3]=[C:4]([C:9]2[N:10]=[C:11]([NH2:20])[S:12][C:13]=2[C:14]2[CH:19]=[CH:18][N:17]=[CH:16][CH:15]=2)[CH:5]=[C:6]([CH3:8])[CH:7]=1.[N:21]1[CH:26]=[CH:25][N:24]=[CH:23][C:22]=1[C:27](Cl)=[O:28].C(=O)([O-])O.[Na+]>CN(C)C1C=CN=CC=1.CN(C)C(=O)C>[CH3:1][C:2]1[CH:3]=[C:4]([C:9]2[N:10]=[C:11]([NH:20][C:27]([C:22]3[CH:23]=[N:24][CH:25]=[CH:26][N:21]=3)=[O:28])[S:12][C:13]=2[C:14]2[CH:19]=[CH:18][N:17]=[CH:16][CH:15]=2)[CH:5]=[C:6]([CH3:8])[CH:7]=1 |f:2.3|. Procedure details: To a solution of [4-(3,5-dimethylphenyl)-5-(4-pyridyl)-1,3-thiazol-2-yl]amine (0.50 g, 1.8 mmol) and 4-dimethylaminopyridine (0.06 g, 0.53 mmol) in N,N-dimethylacetamide (5 mL) was added pyrazinecarbonyl chloride (0.44 g, 2.7 mmol) and the mixture was stirred at 70° C. for 14 h. To the reaction mixture was poured aqueous sodium hydrogencarbonate solution and the precipitated solid was collected by filtration. The obtained solid was washed with water and dried. The crude crystals were recrystalli... Starting materials: Cl, O=N[O-], Nc1ccc2[nH]c(=O)cc(C(F)(F)F)c2c1, [Na+], O. Yields the product NNc1ccc2[nH]c(=O)cc(C(F)(F)F)c2c1. As a reaction SMILES: [ClH:21].[N:17]([O-:18])=[O:19].[NH2:1][c:2]1[cH:3][c:4]2[c:5]([C:13]([F:14])([F:15])[F:16])[cH:6][c:7](=[O:12])[nH:8][c:9]2[cH:10][cH:11]1.[Na+:20].[OH2:22]>>[NH:1]([c:2]1[cH:3][c:4]2[c:5]([C:13]([F:14])([F:15])[F:16])[cH:6][c:7](=[O:12])[nH:8][c:9]2[cH:10][cH:11]1)[NH2:17].